From a dataset of the Open Reaction Database (ORD), a public repository of structured organic reaction records. describe an organic reaction: reactants, conditions, products, and yield As a reaction SMILES: [NH2:1][C:2]1[N:7]2[CH:8]=[C:9]([C:11]3[CH:16]=[CH:15][CH:14]=[CH:13][CH:12]=3)[N:10]=[C:6]2[C:5]([C:17]([OH:19])=O)=[CH:4][C:3]=1[Cl:20].[CH2:21]([N:25]1[CH2:30][CH2:29][CH:28]([CH2:31][NH2:32])[CH2:27][CH2:26]1)[CH2:22][CH2:23][CH3:24]>>[NH2:1][C:2]1[N:7]2[CH:8]=[C:9]([C:11]3[CH:12]=[CH:13][CH:14]=[CH:15][CH:16]=3)[N:10]=[C:6]2[C:5]([C:17]([NH:32][CH2:31][CH:28]2[CH2:29][CH2:30][N:25]([CH2:21][CH2:22][CH2:23][CH3:24])[CH2:26][CH2:27]2)=[O:19])=[CH:4][C:3]=1[Cl:20]. Procedure: The title compounds were prepared according to the procedure described in the step 3 in EXAMPLE 5 from 5-amino-6-chloro-2-phenylimidazo[1,2-a]pyridine-8-carboxylic acid (EXAMPLE 22, Step 2) and 1-(1-butyl-4-piperidinyl)methanamine (EXAMPLE 1, METHOD A, Step 5). Starting materials: NC1=C(C=C(C=2N1C=C(N2)C2=CC=CC=C2)C(=O)O)Cl (5-Amino-6-chloro-2-phenylimidazo[1,2-a]pyridine-8-carboxylic Acid), C(CCC)N1CCC(CC1)CN (1-(1-butyl-4-piperidinyl)methanamine). The product is NC1=C(C=C(C=2N1C=C(N2)C2=CC=CC=C2)C(=O)NCC2CCN(CC2)CCCC)Cl (5-Amino-N-[(1-butyl-4-piperidinyl)methyl]-6-chloro-2-phenylimidazo[1,2-a]pyridine-8-carboxamide). Reactants: Cc1cc(O[Si](C(C)C)(C(C)C)C(C)C)cc(C)c1Br, [Li]CCCC, C1CCOC1, COCOc1ccc(C=O)cc1, CCOC(C)=O, O. Product: COCOc1ccc(C(O)c2c(C)cc(O[Si](C(C)C)(C(C)C)C(C)C)cc2C)cc1. Reaction SMILES: [Br:1][c:2]1[c:3]([CH3:20])[cH:4][c:5]([O:6][Si:7]([CH:8]([CH3:9])[CH3:10])([CH:11]([CH3:12])[CH3:13])[CH:14]([CH3:15])[CH3:16])[cH:17][c:18]1[CH3:19].[CH2:21]([Li:22])[CH2:23][CH2:24][CH3:25].[CH2:38]1[O:39][CH2:40][CH2:41][CH2:42]1.[CH3:26][O:27][CH2:28][O:29][c:30]1[cH:31][cH:32][c:33]([CH:34]=[O:35])[cH:36][cH:37]1.[CH3:43][CH2:44][O:45][C:46](=[O:47])[CH3:48].[OH2:49]>>[c:2]1([CH:34]([c:33]2[cH:32][cH:31][c:30]([O:29][CH2:28][O:27][CH3:26])[cH:37][cH:36]2)[OH:35])[c:3]([CH3:20])[cH:4][c:5]([O:6][Si:7]([CH:8]([CH3:9])[CH3:10])([CH:11]([CH3:12])[CH3:13])[CH:14]([CH3:15])[CH3:16])[cH:17][c:18]1[CH3:19]. The reactants are C(C=CC1=CC=CC=C1)N1CCNCC1 (1-cinnamyl-piperazine), N12CCN(CC1)CC2 (1,4-diazabicyclo[2.2.2]octane), ClC1=C(C=C2C(C(=CN(C2=C1)C1CC1)C(=O)O)=O)F (7-chloro-1-cyclopropyl-6-fluoro-1,4-dihydro-4-oxo-3-quinolinecarboxylic acid). The solvent is CS(=O)C (dimethyl sulphoxide). The product is C(C=CC1=CC=CC=C1)N1CCN(CC1)C1=C(C=C2C(C(=CN(C2=C1)C1CC1)C(=O)O)=O)F (7-(4-cinnamyl-1-piperazinyl)-1-cyclopropyl-6-fluoro-1,4-dihydro-4-oxo-3-quinolinecarboxylic acid). Yield: 38.0%. Reaction SMILES: [CH2:1]([N:10]1[CH2:15][CH2:14][NH:13][CH2:12][CH2:11]1)[CH:2]=[CH:3][C:4]1[CH:9]=[CH:8][CH:7]=[CH:6][CH:5]=1.N12CCN(CC1)CC2.Cl[C:25]1[CH:34]=[C:33]2[C:28]([C:29](=[O:41])[C:30]([C:38]([OH:40])=[O:39])=[CH:31][N:32]2[CH:35]2[CH2:37][CH2:36]2)=[CH:27][C:26]=1[F:42]>CS(C)=O>[CH2:1]([N:10]1[CH2:15][CH2:14][N:13]([C:25]2[CH:34]=[C:33]3[C:28]([C:29](=[O:41])[C:30]([C:38]([OH:40])=[O:39])=[CH:31][N:32]3[CH:35]3[CH2:37][CH2:36]3)=[CH:27][C:26]=2[F:42])[CH2:12][CH2:11]1)[CH:2]=[CH:3][C:4]1[CH:9]=[CH:8][CH:7]=[CH:6][CH:5]=1. Reported procedure: 2.1 g (10 mmol) of 1-cinnamyl-piperazine and 2.2 g of 1,4-diazabicyclo[2.2.2]octane are added to 2.8 g (10 mmol) of 7-chloro-1-cyclopropyl-6-fluoro-1,4-dihydro-4-oxo-3-quinolinecarboxylic acid in 35 ml of dimethyl sulphoxide, and the mixture is heated at 140° for 5 hours. It is concentrated under a high vacuum, the residue is stirred with 50 ml of water and the pH is brought to 6 with 2N hydrochloric acid. The precipitate which has separated out is filtered off with suction, washed with water an... Starting materials: FC1=C(C=CC=C1OC(F)(F)F)I (2-fluoro-1-iodo-3-(trifluoromethoxy)benzene), C(=O)([O-])[O-].[Cs+].[Cs+] (Cs2CO3), C=1C=CC(=CC1)P(C=2C=CC=CC2)C3=CC=C4C=CC=CC4=C3C5=C6C=CC=CC6=CC=C5P(C=7C=CC=CC7)C=8C=CC=CC8 (BINAP), C(C1=CC=CC=C1)(C1=CC=CC=C1)=N (benzhydrylideneamine). The reagents and catalysts are C=1C=CC(=CC1)/C=C/C(=O)/C=C/C2=CC=CC=C2.C=1C=CC(=CC1)/C=C/C(=O)/C=C/C2=CC=CC=C2.C=1C=CC(=CC1)/C=C/C(=O)/C=C/C2=CC=CC=C2.[Pd].[Pd] (Pd2(dba)3). Solvent: C1(=CC=CC=C1)C (toluene). Product: C(C1=CC=CC=C1)(C1=CC=CC=C1)=NC1=C(C(=CC=C1)OC(F)(F)F)F (Benzhydrylidene-(2-fluoro-3-trifluoromethoxy-phenyl)-amine). RXN SMILES: [F:1][C:2]1[C:7]([O:8][C:9]([F:12])([F:11])[F:10])=[CH:6][CH:5]=[CH:4][C:3]=1I.C([O-])([O-])=O.[Cs+].[Cs+].C1C=CC(P(C2C(C3C(P(C4C=CC=CC=4)C4C=CC=CC=4)=CC=C4C=3C=CC=C4)=C3C(C=CC=C3)=CC=2)C2C=CC=CC=2)=CC=1.[C:66](=[NH:79])([C:73]1[CH:78]=[CH:77][CH:76]=[CH:75][CH:74]=1)[C:67]1[CH:72]=[CH:71][CH:70]=[CH:69][CH:68]=1>C1(C)C=CC=CC=1.C1C=CC(/C=C/C(/C=C/C2C=CC=CC=2)=O)=CC=1.C1C=CC(/C=C/C(/C=C/C2C=CC=CC=2)=O)=CC=1.C1C=CC(/C=C/C(/C=C/C2C=CC=CC=2)=O)=CC=1.[Pd].[Pd]>[C:66](=[N:79][C:3]1[CH:4]=[CH:5][CH:6]=[C:7]([O:8][C:9]([F:12])([F:11])[F:10])[C:2]=1[F:1])([C:73]1[CH:74]=[CH:75][CH:76]=[CH:77][CH:78]=1)[C:67]1[CH:72]=[CH:71][CH:70]=[CH:69][CH:68]=1 |f:1.2.3,7.8.9.10.11|. Reported procedure: To a solution of 2-fluoro-1-iodo-3-(trifluoromethoxy)benzene (25 g, 81 mmol) in dry toluene (200 mL) was added Cs2CO3 (38.7 g, 120 mmol), Pd2(dba)3 (7.42 g, 8.1 mmol), BINAP (10.8 g, 16.2 mmol) and benzhydrylideneamine (19.6 g, 108 mmol). The reaction mixture was refluxed for 8 h with stirring and then cooled to RT. The organic layer was washed with water and brine and then dried over MgSO4. After removal of solvent in vacuo, the residue was purified by column chromatography on silica gel (solve... The reactants are NC1=C(C=CC=C1)S(=O)(=O)NC=1C=CC=C2C=CC=NC12 (2-amino-N-quinolin-8-yl-benzenesulfonamide), C(C)(=O)OC(C)=O (acetic anhydride), NC1=C(C=CC=C1)S(=O)(=O)NC=1C=CC=C2C=CC=NC12 (2-amino-N-quinolin-8-yl-benzenesulfonamide), CCN(C(C)C)C(C)C (DIPEA). The solvent is C1CCOC1 (THF). Product: N1=CC=CC2=CC=CC(=C12)NS(=O)(=O)C1=C(C=CC=C1)NC(C)=O (N-[2-(Quinolin-8-ylsulfamoyl)-phenyl]-acetamide). Isolated yield 17.8%. As a reaction SMILES: [NH2:1][C:2]1[CH:7]=[CH:6][CH:5]=[CH:4][C:3]=1[S:8]([NH:11][C:12]1[CH:13]=[CH:14][CH:15]=[C:16]2[C:21]=1[N:20]=[CH:19][CH:18]=[CH:17]2)(=[O:10])=[O:9].CCN(C(C)C)C(C)C.[C:31](OC(=O)C)(=[O:33])[CH3:32]>C1COCC1>[N:20]1[C:21]2[C:16](=[CH:15][CH:14]=[CH:13][C:12]=2[NH:11][S:8]([C:3]2[CH:4]=[CH:5][CH:6]=[CH:7][C:2]=2[NH:1][C:31](=[O:33])[CH3:32])(=[O:10])=[O:9])[CH:17]=[CH:18][CH:19]=1. Reported procedure: In the similar fashion using route 15 general procedure 30, 2-amino-N-(quinolin-8-yl)benzenesulfonamide (Example Compound 8) (100 mg, 0.33 mmol), DIPEA (140 μl, 0.83 mmol), acetic anhydride (23 μl, 0.49 mmol), THF (3 ml) gave the title compound (20 mg, 18%) after purification by column chromatography with DCM/MeOH/NH3 (49:1:1) as the eluent. Starting materials: CC(=O)C (acetone), CC=1C=CC(=CC1)S(=O)(=O)O (pTSA), CN (MeNH2), Cl.COC([C@@H](N)CC1=CC=CC=C1)=O ((S)-phenylalanine methyl ester hydrochloride), amide hydrochloride, C(=O)(O)[O-].[Na+] (NaHCO3), amino ester. The solvent is CO (MeOH). The product is Cl.C(C1=CC=CC=C1)[C@H]1C(N(C(N1)(C)C)C)=O ((5S)-5-benzyl-2,2,3-trimethylimidazolidin-4-one hydrochloride). As a reaction SMILES: [CH3:1][NH2:2].[ClH:3].CO[C:6](=[O:16])[C@H:7]([CH2:9][C:10]1[CH:15]=[CH:14][CH:13]=[CH:12][CH:11]=1)[NH2:8].C([O-])(O)=O.[Na+].[CH3:22][C:23]([CH3:25])=O.CC1C=CC(S(O)(=O)=O)=CC=1>CO>[ClH:3].[CH2:9]([C@@H:7]1[NH:8][C:23]([CH3:25])([CH3:22])[N:2]([CH3:1])[C:6]1=[O:16])[C:10]1[CH:11]=[CH:12][CH:13]=[CH:14][CH:15]=1 |f:1.2,3.4,8.9|. Procedure details: To a solution of ethanolic MeNH2 (8.0 M, 60 mnL) was added (S)-phenylalanine methyl ester hydrochloride (26.0 g, 121 mmol) and the resulting solution was stirred at room temperature until the amino ester was judged to be consumed as determined by TLC (20 hr). After removal of the organic solvents in vacuo, the residue was suspended in Et2O and then concentrated. This Et2O addition-removal cycle was repeated several times (to remove excess MeNH2) until (S)-phenylalanine N-methyl amide hydrochlori... Starting materials: C(C)(C)(C)OC(N[C@@H](C)C1=NC=C(C=C1)C1CC1)=O ((S)-tert-butyl-1-(5-cyclopropylpyridin-2-yl)ethylcarbamate), Cl.O1CCOCC1 (HCl dioxane). The solvent is C(Cl)Cl (DCM). Conditions: time 2 hour. The product is Cl.C1(CC1)C=1C=CC(=NC1)[C@H](C)N ((S)-1-(5-Cyclopropylpyridin-2-yl)ethanamine hydrochloride). Yield: 111.9%. As a reaction SMILES: C(OC(=O)[NH:7][C@H:8]([C:10]1[CH:15]=[CH:14][C:13]([CH:16]2[CH2:18][CH2:17]2)=[CH:12][N:11]=1)[CH3:9])(C)(C)C.[ClH:20].O1CCOCC1>C(Cl)Cl>[ClH:20].[CH:16]1([C:13]2[CH:14]=[CH:15][C:10]([C@@H:8]([NH2:7])[CH3:9])=[N:11][CH:12]=2)[CH2:18][CH2:17]1 |f:1.2,4.5|. Procedure details: A solution of (S)-tert-butyl-1-(5-cyclopropylpyridin-2-yl)ethylcarbamate (Method 31; 2.04 g, 7.78 mmol) in DCM (10 ml) was treated with HCl/dioxane (9.72 ml, 4 N, 38.8 mmol) and stirred at room temperature for 2 hours. The solvent was removed to give the title compound (1.73 g, 93%) as white solid. 1H NMR (400 MHz) δ 8.60 (br, 3H), 8.50 (s, 1H), 7.62 (m, 1H), 7.56 (m, 1H), 4.52 (m, 1h), 2.03 (m, 1H), 1.50 (d, J=6.8 Hz, 1H), 1.04 (m, 2H), 0.79 (m, 2H). MS: Calcd.: 162. Found: [M+H]+ 163. Starting materials: CNCC(OC)OC, Cc1ccccc1, CCOC(=O)Nc1ccc(Oc2ccc([N+](=O)[O-])cc2)c([N+](=O)[O-])c1. Product: COC(CN(C)C(=O)Nc1ccc(Oc2ccc([N+](=O)[O-])cc2)c([N+](=O)[O-])c1)OC. RXN SMILES: [CH3:26][O:27][CH:28]([CH2:29][NH:30][CH3:31])[O:32][CH3:33].[CH3:34][c:35]1[cH:36][cH:37][cH:38][cH:39][cH:40]1.[N+:1](=[O:2])([O-:3])[c:4]1[cH:5][cH:6][c:7]([O:8][c:9]2[c:10]([N+:21](=[O:22])[O-:23])[cH:11][c:12]([NH:15][C:16]([O:17][CH2:18][CH3:19])=[O:20])[cH:13][cH:14]2)[cH:24][cH:25]1>>[N+:1](=[O:2])([O-:3])[c:4]1[cH:5][cH:6][c:7]([O:8][c:9]2[c:10]([N+:21](=[O:22])[O-:23])[cH:11][c:12]([NH:15][C:16](=[O:20])[N:30]([CH2:29][CH:28]([O:27][CH3:26])[O:32][CH3:33])[CH3:31])[cH:13][cH:14]2)[cH:24][cH:25]1. The reactants are N#Cc1ccc(CBr)nc1, CCOCC, [N-]=[N+]=[N-], [Na+], CN(C)C=O, O. Product: N#Cc1ccc(CN=[N+]=[N-])nc1. Reaction SMILES: [Br:1][CH2:2][c:3]1[n:4][cH:5][c:6]([C:7]#[N:8])[cH:9][cH:10]1.[CH2:20]([O:21][CH2:22][CH3:23])[CH3:24].[N-:12]=[N+:13]=[N-:14].[Na+:11].[O:15]=[CH:16][N:17]([CH3:18])[CH3:19].[OH2:25]>>[CH2:2]([c:3]1[n:4][cH:5][c:6]([C:7]#[N:8])[cH:9][cH:10]1)[N:12]=[N+:13]=[N-:14]. Reaction SMILES: I[CH:2]([CH3:4])[CH3:3].CN(C)C=O.[NH2:10][C:11](=[N:17][OH:18])[C:12](=[N:15][OH:16])[C:13]#[N:14].C(=O)([O-])[O-].[K+].[K+]>O>[NH2:10][C:11](=[N:17][OH:18])[C:12](=[N:15][O:16][CH:2]([CH3:4])[CH3:3])[C:13]#[N:14] |f:3.4.5|. The reactants are IC(C)C (2-iodopropane), CN(C=O)C (N,N-dimethylformamide), NC(C(C#N)=NO)=NO (3-amino-2,3-bis(hydroxyimino)propionitrile), C([O-])([O-])=O.[K+].[K+] (potassium carbonate). Procedure details: 2.52 g (14.8 mM) of 2-iodopropane was added to an N,N-dimethylformamide solution (30 ml) of 2.00 g (15.6 mM) of 3-amino-2,3-bis(hydroxyimino)propionitrile. The mixture was cooled to 0° C. 2.05 g (14.8 mM) of potassium carbonate was added, followed by stirring at room temperature for 16 hours. The reaction mixture was poured into water, followed by extraction with ethyl acetate. The organic layer obtained was washed with a saturated aqueous sodium chloride solution, dried over anhydrous magnesium... Yield: 53.9%. Product: NC(C(C#N)=NOC(C)C)=NO (3-amino-3-hydroxyimino-2-isopropoxyiminopropionitrile). Run at temperature 0 celsius, time 16 hour. The solvent is O (water).